This data is from the Open Reaction Database (ORD), a public repository of structured organic reaction records. The task is: describe an organic reaction: reactants, conditions, products, and yield Reactants: C[O-].[Na+] (sodium methylate), ice water, C(CCC)[Li] (butyl lithium), C(C)OC(=O)C=1N=CC=2NC3=CC=C(C=C3C2C1C)Br (6-bromo-4-methyl-β-carbolin-3-carboxylic acid ethyl ester), CS (methylmercaptan). The solvent is CN1C(CCC1)=O (N-methylpyrrolidone), CO (methanol), O1CCCC1 (tetrahydrofuran). Run at temperature 100 celsius, time 2 hour. Yields the product COC(=S)C=1N=CC=2NC3=CC=C(C=C3C2C1C)C (4-methyl-6-methylthio-β-carbolin-3-carboxylic acid methyl ester). As a reaction SMILES: [CH3:1][SH:2].[CH2:3]([Li])CCC.C(OC([C:13]1[N:14]=[CH:15][C:16]2[NH:17][C:18]3[C:23]([C:24]=2[C:25]=1[CH3:26])=[CH:22][C:21](Br)=[CH:20][CH:19]=3)=O)C.[CH3:28][O-:29].[Na+]>CN1CCCC1=O.CO.O1CCCC1>[CH3:28][O:29][C:1]([C:13]1[N:14]=[CH:15][C:16]2[NH:17][C:18]3[C:23]([C:24]=2[C:25]=1[CH3:26])=[CH:22][C:21]([CH3:3])=[CH:20][CH:19]=3)=[S:2] |f:3.4|. Procedure details: At -10° C. methylmercaptan is introduced into 150 ml of tetrahydrofuran. Within 2 hours, at -10° C., 100 ml of 1.6 molar butyl lithium solution (hexane) is added dropwise thereto. The whole is then stirred for 30 minutes and the solvent is then distilled off in vacuo at a bath temperature of 20° C. The lithium methylmercaptide thus prepared is dissolved in 100 ml of N-methylpyrrolidone. 10.2 g of 6-bromo-4-methyl-β-carbolin-3-carboxylic acid ethyl ester is added thereto, and the whole is heated ... The reactants are ClC1=CC=C(C=C1)S(=O)(=O)N1C(C(C(C=C1)=O)=CN(C)C)C(=O)OCC (ethyl 1-(4-chlorophenylsulfonyl)-3-((dimethylamino)methylene)-4-oxo-1,2,3,4-tetrahydropyridine-2-carboxylate), C(C)(=O)O (acetic acid), O.NN (Hydrazine hydrate). Run in CCO (EtOH). Conditions: time 2 hour. The product is ClC1=CC=C(C=C1)S(=O)(=O)N1C(C2=C(C=C1)NN=C2)C(=O)OCC (ethyl 5-(4-chlorophenylsulfonyl)-4,5-dihydro-1H-pyrazolo[4,3-c]pyridine-4-carboxylate). Isolated yield 30.4%. Reaction SMILES: [Cl:1][C:2]1[CH:7]=[CH:6][C:5]([S:8]([N:11]2[CH:16]=[CH:15][C:14](=O)[C:13](=[CH:18][N:19](C)C)[CH:12]2[C:22]([O:24][CH2:25][CH3:26])=[O:23])(=[O:10])=[O:9])=[CH:4][CH:3]=1.C(O)(=O)C.O.[NH2:32]N>CCO>[Cl:1][C:2]1[CH:3]=[CH:4][C:5]([S:8]([N:11]2[CH:16]=[CH:15][C:14]3[NH:32][N:19]=[CH:18][C:13]=3[CH:12]2[C:22]([O:24][CH2:25][CH3:26])=[O:23])(=[O:10])=[O:9])=[CH:6][CH:7]=1 |f:2.3|. Reported procedure: A flask was charged with compound 104 (5.8 g, 14.6 mmol), acetic acid (10 mL) and EtOH (10 mL). Hydrazine hydrate (1.4 mL, 30 mmol) was added and the reaction stirred at room temperature for 2 hours. The reaction mixture was concentrated in vacuo and the residue was taken up in EtOAc. The organic layer was washed with sat. aq. NaHCO3, brine, dried over Na2SO4, filtered, and concentrated in vacuo to yield crude material that was purified by flash chromatography (50% EtOAc/hexanes) to yield 1.63 g... Run at time 16 hour. Run in C1CCOC1 (THF). Reported procedure: Ethyl (E)-2,2-dimethyl-3-ethyl-3-pentenoate 23 (35.58 g, 193 mmol) is added dropwise to a suspension of lithium aluminium hydride (12.1 g, 320 mmol) in 81 ml of THF. The mixture is refluxed for 3 h, stirred for 16 h at r.t. and quenched with ice. The precipitate is filtered off by suction, washed several times with diethyl ether and hydrolyzed with 1 M hydrochloric acid. The aqueous solution is extracted with diethyl ether (3×100 ml). The combined etheral extracts are dried over magnesium sulfat... The reactants are CC(C(=O)OCC)(\C(=C\C)\CC)C (Ethyl (E)-2,2-dimethyl-3-ethyl-3-pentenoate), [H-].[Al+3].[Li+].[H-].[H-].[H-] (lithium aluminium hydride). RXN SMILES: [CH3:1][C:2]([CH3:13])(/[C:8](/[CH2:11][CH3:12])=[CH:9]/[CH3:10])[C:3](OCC)=[O:4].[H-].[Al+3].[Li+].[H-].[H-].[H-]>C1COCC1>[CH3:1][C:2]([CH3:13])(/[C:8](/[CH2:11][CH3:12])=[CH:9]/[CH3:10])[CH2:3][OH:4] |f:1.2.3.4.5.6|. The product is CC(CO)(\C(=C\C)\CC)C ((E)-2,2-Dimethyl-3-ethyl-3-penten-1-ol). Yield: 57.8%. Starting materials: COc1ccc(CN(Cc2ccc(OC)cc2)c2nc(C)nc(-c3cc(CN4CCN(C(=O)OC(C)(C)C)CC4)cnc3F)n2)cc1, CS(=O)(=O)Cl, ClCCCl, ClCCl, [Na+], [Na+], O=C([O-])[O-], O, O=C(O)C(F)(F)F. Yields the product COc1ccc(CN(Cc2ccc(OC)cc2)c2nc(C)nc(-c3cc(CN4CCN(S(C)(=O)=O)CC4)cnc3F)n2)cc1. As a reaction SMILES: [CH3:1][O:2][c:3]1[cH:4][cH:5][c:6]([CH2:7][N:8]([c:9]2[n:10][c:11](-[c:16]3[cH:17][c:18]([CH2:23][N:24]4[CH2:25][CH2:26][N:27]([C:30]([O:31][C:32]([CH3:33])([CH3:34])[CH3:35])=[O:36])[CH2:28][CH2:29]4)[cH:19][n:20][c:21]3[F:22])[n:12][c:13]([CH3:15])[n:14]2)[CH2:37][c:38]2[cH:39][cH:40][c:41]([O:44][CH3:45])[cH:42][cH:43]2)[cH:46][cH:47]1.[CH3:61][S:62]([Cl:63])(=[O:64])=[O:65].[Cl:66][CH2:67][CH2:68][Cl:69].[Cl:70][CH2:71][Cl:72].[Na+:55].[Na+:56].[O-:57][C:58](=[O:59])[O-:60].[OH2:73].[OH:48][C:49]([C:50]([F:51])([F:52])[F:53])=[O:54]>>[CH3:1][O:2][c:3]1[cH:4][cH:5][c:6]([CH2:7][N:8]([c:9]2[n:10][c:11](-[c:16]3[cH:17][c:18]([CH2:23][N:24]4[CH2:25][CH2:26][N:27]([S:62]([CH3:61])(=[O:64])=[O:65])[CH2:28][CH2:29]4)[cH:19][n:20][c:21]3[F:22])[n:12][c:13]([CH3:15])[n:14]2)[CH2:37][c:38]2[cH:39][cH:40][c:41]([O:44][CH3:45])[cH:42][cH:43]2)[cH:46][cH:47]1. Reactants: ClCCl, CC(C)(C)OC(=O)Nc1cnc(Cl)cc1I, O=C(O)C(F)(F)F. Product: Nc1cnc(Cl)cc1I. RXN SMILES: [Cl:24][CH2:25][Cl:26].[Cl:8][c:9]1[cH:10][c:11]([I:23])[c:12]([NH:15][C:16](=[O:17])[O:18][C:19]([CH3:20])([CH3:21])[CH3:22])[cH:13][n:14]1.[OH:1][C:2]([C:3]([F:4])([F:5])[F:6])=[O:7]>>[Cl:8][c:9]1[cH:10][c:11]([I:23])[c:12]([NH2:15])[cH:13][n:14]1.